From a dataset of the Open Reaction Database (ORD), a public repository of structured organic reaction records. describe an organic reaction: reactants, conditions, products, and yield The reactants are ClC1=NN2C(C(=CC=C2)C2=CC=C(C=C2)S(=O)(=O)C)=N1 (2-chloro-8-(4-methanesulfonyl-phenyl)-[1,2,4]triazolo[1,5-a]pyridine), NC=1C=C(C=CC1)N1C(CN(CC1)C)=O (1-(3-amino-phenyl)-4-methyl-piperazin-2-one), C1(CCCCC1)P(C1=C(C=CC=C1)C1=C(C=CC=C1)P(C1CCCCC1)C1CCCCC1)C1CCCCC1 (2,2′-bis-dicyclohexylphosphanyl-biphenyl). Product: CS(=O)(=O)C1=CC=C(C=C1)C=1C=2N(C=CC1)N=C(N2)NC=2C=C(C=CC2)N2C(CN(CC2)C)=O (1-{3-[8-(4-Methanesulfonyl-phenyl)-[1,2,4]triazolo[1,5-a]pyridin-2-ylamino]-phenyl}-4-methyl-piperazin-2-one). RXN SMILES: Cl[C:2]1[N:20]=[C:5]2[C:6]([C:10]3[CH:15]=[CH:14][C:13]([S:16]([CH3:19])(=[O:18])=[O:17])=[CH:12][CH:11]=3)=[CH:7][CH:8]=[CH:9][N:4]2[N:3]=1.[NH2:21][C:22]1[CH:23]=[C:24]([N:28]2[CH2:33][CH2:32][N:31]([CH3:34])[CH2:30][C:29]2=[O:35])[CH:25]=[CH:26][CH:27]=1.C1(P(C2CCCCC2)C2C=CC=CC=2C2C=CC=CC=2P(C2CCCCC2)C2CCCCC2)CCCCC1>>[CH3:19][S:16]([C:13]1[CH:14]=[CH:15][C:10]([C:6]2[C:5]3[N:4]([N:3]=[C:2]([NH:21][C:22]4[CH:23]=[C:24]([N:28]5[CH2:33][CH2:32][N:31]([CH3:34])[CH2:30][C:29]5=[O:35])[CH:25]=[CH:26][CH:27]=4)[N:20]=3)[CH:9]=[CH:8][CH:7]=2)=[CH:11][CH:12]=1)(=[O:18])=[O:17]. Procedure details: 204 c) 1-{3-[8-(4-Methanesulfonyl-phenyl)-[1,2,4]triazolo[1,5-a]pyridin-2-ylamino]-phenyl}-4-methyl-piperazin-2-one was prepared from 2-chloro-8-(4-methanesulfonyl-phenyl)-[1,2,4]triazolo[1,5-a]pyridine (100.0 mg, 0.3249 mmol) and 1-(3-amino-phenyl)-4-methyl-piperazin-2-one (75.0 mg, 0.365 mmol) with 2,2′-bis-dicyclohexylphosphanyl-biphenyl (27.0 mg, 0.0494 mmol) as the ligand in a manner analogous to Example 2d. 1H NMR (400 MHz, (D3C)2SO, δ, ppm): 9.91 (s, 1H), 8.89 (d, J=6.6 Hz, 1H), 8.44 (d, ... Reactants: [BH4-], CC(C)(C)c1ccc(N2C(=O)c3c([N+](=O)[O-])cccc3C2(C)O)cc1, CO, [Na+]. Product: CC(C)(C)c1ccc(N2C(=O)c3c(N)cccc3C2(C)O)cc1. As a reaction SMILES: [BH4-:1].[C:3]([CH3:4])([CH3:5])([CH3:6])[c:7]1[cH:8][cH:9][c:10]([N:13]2[C:14](=[O:27])[c:15]3[c:16]([N+:24]([O-:25])=[O:26])[cH:17][cH:18][cH:19][c:20]3[C:21]2([CH3:22])[OH:23])[cH:11][cH:12]1.[CH3:28][OH:29].[Na+:2]>>[C:3]([CH3:4])([CH3:5])([CH3:6])[c:7]1[cH:8][cH:9][c:10]([N:13]2[C:14](=[O:27])[c:15]3[c:16]([NH2:24])[cH:17][cH:18][cH:19][c:20]3[C:21]2([CH3:22])[OH:23])[cH:11][cH:12]1.